From a dataset of the Open Reaction Database (ORD), a public repository of structured organic reaction records. describe an organic reaction: reactants, conditions, products, and yield Starting materials: BrCCC=C1c2ccccc2CCc2ccccc21, O=C([O-])[O-], CCOC(=O)C1(c2ccc(C)cc2)CCNCC1, CCC(C)=O, [I-], [K+], [K+], [K+], O. Product: CCOC(=O)C1(c2ccc(C)cc2)CCN(CCC=C2c3ccccc3CCc3ccccc32)CC1. Reaction SMILES: [Br:19][CH2:20][CH2:21][CH:22]=[C:23]1[c:24]2[c:25]([cH:34][cH:35][cH:36][cH:37]2)[CH2:26][CH2:27][c:28]2[c:29]1[cH:30][cH:31][cH:32][cH:33]2.[C:38](=[O:39])([O-:40])[O-:41].[CH3:1][c:2]1[cH:3][cH:4][c:5]([C:8]2([C:14](=[O:15])[O:16][CH2:17][CH3:18])[CH2:9][CH2:10][NH:11][CH2:12][CH2:13]2)[cH:6][cH:7]1.[CH3:46][C:47](=[O:48])[CH2:49][CH3:50].[I-:45].[K+:42].[K+:43].[K+:44].[OH2:51]>>[CH3:1][c:2]1[cH:3][cH:4][c:5]([C:8]2([C:14](=[O:15])[O:16][CH2:17][CH3:18])[CH2:9][CH2:10][N:11]([CH2:20][CH2:21][CH:22]=[C:23]3[c:24]4[c:25]([cH:34][cH:35][cH:36][cH:37]4)[CH2:26][CH2:27][c:28]4[c:29]3[cH:30][cH:31][cH:32][cH:33]4)[CH2:12][CH2:13]2)[cH:6][cH:7]1.